Dataset: the Open Reaction Database (ORD), a public repository of structured organic reaction records. Task: describe an organic reaction: reactants, conditions, products, and yield The reactants are BrCC=1C=C(C#N)C=CC1 (3-bromomethyl-benzonitrile), [O-]S(=O)[O-].[Na+].[Na+] (Na2SO3), CN (methylamine), C(C(=O)Cl)(=O)Cl (oxalyl chloride). Run in CCOC(=O)C (EtOAc), CCO (EtOH), O (H2O), [Cl-].[Na+].O (brine). Run at temperature 0 celsius, time 3 hour. The product is C(#N)C=1C=C(C=CC1)CS(=O)(=O)NC (C-(3-cyano-phenyl)-N-methyl-methanesulfonamide). Isolated yield 69.9%. As a reaction SMILES: Br[CH2:2][C:3]1[CH:4]=[C:5]([CH:8]=[CH:9][CH:10]=1)[C:6]#[N:7].[O-:11][S:12]([O-:14])=O.[Na+].[Na+].C(Cl)(=O)C(Cl)=O.[CH3:23][NH2:24]>CCO.O.[Cl-].[Na+].O.CCOC(C)=O>[C:6]([C:5]1[CH:4]=[C:3]([CH2:2][S:12]([NH:24][CH3:23])(=[O:14])=[O:11])[CH:10]=[CH:9][CH:8]=1)#[N:7] |f:1.2.3,8.9.10|. Procedure: A solution of 3-bromomethyl-benzonitrile (2 g, 10.2 mmol) in EtOH (50 mL) is treated with a solution of Na2SO3 (1.3 g, 10.3 mmol) in H2O (50 mL) and heated at reflux for 4 hours. The mixture is concentrated in vacuo. The residue is suspended in DCM (100 mL) and DMF (1 mL), cooled to 0° C. and treated with oxalyl chloride (8 mL, 43.4 mmol). The mixture is warmed to room temperature and stirred for 3 hours. The mixture is diluted with brine, extracted with DCM (2×100 mL), dried with Na2SO4, filter...